Dataset: the Open Reaction Database (ORD), a public repository of structured organic reaction records. Task: describe an organic reaction: reactants, conditions, products, and yield Reactants: C(C)(C)(C)OC(=O)NCCCCCC(=O)NCOC=1C(C(=O)OCC)=CC=CC1 (Ethyl (N-tert-butoxycarbonyl-6-aminohexanoyl)aminomethylsalicylate), FC(C(=O)O)(F)F (Trifluoroacetic acid). Solvent: ClCCl (dichloromethane). Conditions: time 2 hour. The product is FC(C(=O)O)(F)F.NCCCCCC(=O)NCOC=1C(C(=O)OCC)=CC=CC1 (ethyl (6-aminohexanoyl)aminomethylsalicylate trifluoroacetate). The yield is 99.0%. Reaction SMILES: C(OC([NH:8][CH2:9][CH2:10][CH2:11][CH2:12][CH2:13][C:14]([NH:16][CH2:17][O:18][C:19]1[C:20](=[CH:26][CH:27]=[CH:28][CH:29]=1)[C:21]([O:23][CH2:24][CH3:25])=[O:22])=[O:15])=O)(C)(C)C.[F:30][C:31]([F:36])([F:35])[C:32]([OH:34])=[O:33]>ClCCl>[F:30][C:31]([F:36])([F:35])[C:32]([OH:34])=[O:33].[NH2:8][CH2:9][CH2:10][CH2:11][CH2:12][CH2:13][C:14]([NH:16][CH2:17][O:18][C:19]1[C:20](=[CH:26][CH:27]=[CH:28][CH:29]=1)[C:21]([O:23][CH2:24][CH3:25])=[O:22])=[O:15] |f:3.4|. Procedure details: Ethyl (N-tert-butoxycarbonyl-6-aminohexanoyl)aminomethylsalicylate (0.58 & 1.41 mmoles) was dissolved in dichloromethane (5 mL) and the solution was cooled in an ice/water bath. Trifluoroacetic acid (5 mL) was added, and the reaction was allowed to warm to room temperature. After 2 hours, the reaction mixture was evaporated to dryness to give. the product as an oil, which was dried in vacuo over potassium hydroxide pellets to afford 0. 59 g (99% yield) of ethyl (6-aminohexanoyl)aminomethylsalicy...